From a dataset of the Open Reaction Database (ORD), a public repository of structured organic reaction records. describe an organic reaction: reactants, conditions, products, and yield Starting materials: C(CC(=O)C)(=O)OC(C)C (isopropyl acetoacetate), C(OCC)(OCC)OCC (triethyl orthoformate), C(C)(=O)OC(C)=O (acetic anhydride). Yields the product C(C)OC=CC(CC(=O)OC(C)C)=O (Isopropyl ethoxymethyleneacetoacetate). Reaction SMILES: [C:1]([O:7][CH:8]([CH3:10])[CH3:9])(=[O:6])[CH2:2][C:3]([CH3:5])=[O:4].[CH:11](OCC)(OCC)[O:12][CH2:13][CH3:14].C(OC(=O)C)(=O)C>>[CH2:13]([O:12][CH:11]=[CH:5][C:3](=[O:4])[CH2:2][C:1]([O:7][CH:8]([CH3:10])[CH3:9])=[O:6])[CH3:14]. Procedure: From isopropyl acetoacetate (28.8 g, 0.20 mol) which can be made by the process described by Lawesson etal., Organic Synthesis, Coll. Vol. V, 155-157 (1973), triethyl orthoformate (29.6 g, 0.20 mol) and acetic anhydride (41 g, 0.40 mol): 14.3 g, 35.7%; bp=85°-90° C. at 0.20 mm Hg; NMR (CDCl3) δ 1.3-1.6 (m, 9H), 2.3-2.6 (d, 3H), 4.1-4.5 (m, 2H), 5.0-5.4 (m, 1H), 7.6-7.8 (d, 1H). The reactants are crude product, D-His-(+)TA, N[C@@H](CC1=CNC=N1)C(=O)O (L-histidine), C([C@H](O)[C@@H](O)C(=O)O)(=O)O (L-(+)-tartaric acid), C(C=1C(O)=CC=CC1)=O (salicylaldehyde), N[C@@H](CC1=CNC=N1)C(=O)O (L-His). Run in C(C)(=O)O (acetic acid), C(C)(=O)O (acetic acid). Product: C(C)(=O)O.C(C=1C(O)=CC=CC1)=O (acetic acid salicylaldehyde). The yield is 85.0%. Reaction SMILES: N[C@H:2]([C:9]([OH:11])=[O:10])CC1N=CNC=1.C(O)(=O)[C@@H]([C@H](C(O)=O)O)O.[CH:22](=[O:30])[C:23]1[C:24](=[CH:26][CH:27]=[CH:28][CH:29]=1)[OH:25]>C(O)(=O)C>[C:9]([OH:11])(=[O:10])[CH3:2].[CH:22](=[O:30])[C:23]1[C:24](=[CH:26][CH:27]=[CH:28][CH:29]=1)[OH:25] |f:4.5|. Procedure: To a mixture consisting of 15.5 g L-histidine, 15.1 g L-(+)-tartaric acid was added 85 ml of the recovered acetic acid solution containing salicylaldehyde from the previous experiment. Additional 10 ml acetic acid containing 0.54 ml salicylaldehyde was added, and the mixture was stirred and heated as above at 80°-100° C. for two hours. After cooling to 25° C. the crude product D-His-(+)TA was filtered. 79 ml of acetic acid containing salicylaldehyde was recovered (83.2%). After stirring in hot w... Reactants: CCN1C(=O)CC(C)(C)c2cc(C)c(-c3cc(C=CC(=O)OC(C)(C)C)ccc3OC(F)(F)F)cc21, C[S+](C)(C)=O, CS(C)=O, [H-], [I-], [Na+]. The product is CCN1C(=O)CC(C)(C)c2cc(C)c(-c3cc(C4CC4C(=O)OC(C)(C)C)ccc3OC(F)(F)F)cc21. As a reaction SMILES: [C:9]([CH3:10])([CH3:11])([CH3:12])[O:13][C:14]([CH:15]=[CH:16][c:17]1[cH:18][c:19](-[c:28]2[c:29]([CH3:43])[cH:30][c:31]3[c:36]([cH:37]2)[N:35]([CH2:38][CH3:39])[C:34](=[O:40])[CH2:33][C:32]3([CH3:41])[CH3:42])[c:20]([O:23][C:24]([F:25])([F:26])[F:27])[cH:21][cH:22]1)=[O:44].[CH3:2][S+:3]([CH3:4])([CH3:5])=[O:6].[CH3:45][S:46]([CH3:47])=[O:48].[H-:8].[I-:1].[Na+:7]>>[CH2:2]1[CH:15]([C:14]([O:13][C:9]([CH3:10])([CH3:11])[CH3:12])=[O:44])[CH:16]1[c:17]1[cH:18][c:19](-[c:28]2[c:29]([CH3:43])[cH:30][c:31]3[c:36]([cH:37]2)[N:35]([CH2:38][CH3:39])[C:34](=[O:40])[CH2:33][C:32]3([CH3:41])[CH3:42])[c:20]([O:23][C:24]([F:25])([F:26])[F:27])[cH:21][cH:22]1. Starting materials: [N+](=O)(O)[O-] (nitric acid), ClC1=CC(=C(OCC(=O)OCC)C=C1)C(=O)OC (ethyl 4-chloro-2-methoxycarbonylphenoxyacetate), resultant solution. Run in S(O)(O)(=O)=O (sulfuric acid), S(O)(O)(=O)=O (sulfuric acid). The product is ClC1=CC(=C(OCC(=O)OCC)C(=C1)[N+](=O)[O-])C(=O)OC (ethyl 4-chloro-2-methoxycarbonyl-6-nitrophenoxyacetate). RXN SMILES: [Cl:1][C:2]1[CH:14]=[CH:13][C:5]([O:6][CH2:7][C:8]([O:10][CH2:11][CH3:12])=[O:9])=[C:4]([C:15]([O:17][CH3:18])=[O:16])[CH:3]=1.[N+:19]([O-])([OH:21])=[O:20]>S(=O)(=O)(O)O>[Cl:1][C:2]1[CH:14]=[C:13]([N+:19]([O-:21])=[O:20])[C:5]([O:6][CH2:7][C:8]([O:10][CH2:11][CH3:12])=[O:9])=[C:4]([C:15]([O:17][CH3:18])=[O:16])[CH:3]=1. Reported procedure: A solution of 620 g of ethyl 4-chloro-2-methoxycarbonylphenoxyacetate in 1600 ml of concentrated sulfuric acid is cooled below 0° C, and a mixture of 102 ml of fuming nitric acid (d 1.50) and 102 ml of concentrated sulfuric acid is added dropwise below 5° C. The resultant solution is stirred for 3 hours under ice-cooling and poured into ice-cold water and then extracted with ethyl acetate. The extract is washed with water twice and dried over magnesium sulfate. The solvent is distilled off and t...